Task: describe an organic reaction: reactants, conditions, products, and yield. Dataset: the Open Reaction Database (ORD), a public repository of structured organic reaction records The reactants are C(C1=CC=CC=C1)OCCCCCCOCC(F)(F)C=1C=C(C=CC1)N1C(NCC1=O)=O (3-[3-(2-{[6-(benzyloxy)hexyl]oxy}-1,1-difluoroethyl)phenyl]imidazolidine-2,4-dione). Reagents/catalysts: [Pd] (palladium on charcoal). The solvent is C(C)O (ethanol). Conditions: time 4 hour. Yields the product FC(COCCCCCCO)(F)C=1C=C(C=CC1)N1C(NCC1=O)=O (3-(3-{1,1-difluoro-2-[(6-hydroxyhexyl)oxy]ethyl}phenyl)imidazolidine-2,4-dione). Isolated yield 96.4%. RXN SMILES: C([O:8][CH2:9][CH2:10][CH2:11][CH2:12][CH2:13][CH2:14][O:15][CH2:16][C:17]([C:20]1[CH:21]=[C:22]([N:26]2[C:30](=[O:31])[CH2:29][NH:28][C:27]2=[O:32])[CH:23]=[CH:24][CH:25]=1)([F:19])[F:18])C1C=CC=CC=1>C(O)C.[Pd]>[F:19][C:17]([C:20]1[CH:21]=[C:22]([N:26]2[C:30](=[O:31])[CH2:29][NH:28][C:27]2=[O:32])[CH:23]=[CH:24][CH:25]=1)([F:18])[CH2:16][O:15][CH2:14][CH2:13][CH2:12][CH2:11][CH2:10][CH2:9][OH:8]. Procedure: To a solution of Intermediate 61 (2.52 g, 5.65 mmol) in ethanol (120 mL) was added palladium on charcoal (300 mg). The mixture was bidrogenated at 40 psi for 4 hours. The catalyst was filtered through Celite and the solvent removed under pressure to give the title compound (1.94 g, 96%) as oil. Starting materials: BrC1=CC=C(C=C1)[C@@H]1[C@H](C1)C=O ((1S,2S)-2-(4-Bromophenyl)cyclopropanecarbaldehyde), CCCCCC (hexane). The product is BrC1=CC=C(C=C1)[C@@H]1[C@H](C1)C=C (1-Bromo-4-[(1S,2R)-2-vinyl-cycloprop-1-yl]benzene). As a reaction SMILES: [Br:1][C:2]1[CH:7]=[CH:6][C:5]([C@H:8]2[CH2:10][C@@H:9]2[CH:11]=O)=[CH:4][CH:3]=1.[CH3:13]CCCCC>>[Br:1][C:2]1[CH:7]=[CH:6][C:5]([C@H:8]2[CH2:10][C@@H:9]2[CH:11]=[CH2:13])=[CH:4][CH:3]=1. Procedure details: The product from Example 30A was subjected to the conditions outlined in Example 26E, followed by chromatography (100% hexane) to provide the title compound. Starting materials: C1(=CC=C(C=C1)O)C1=CC=CC=C1 (biphenyl-4-ol), CuCO3, CuCl2, Cu(OH)2H2O, [OH-].[K+] (potassium hydroxide), ClC1=CC=C(C=C1)C (p-chlorotoluene). The reagents and catalysts are [Cu] (copper), Cl[Cu] (CuCl). Solvent: O (Water). Conditions: time 15 hour. Yields the product C1(=C(C=CC=C1)OC1=C(C=CC=C1)C)C1=CC=CC=C1 (p-biphenylyloxytoluene). Yield: 83.3%. Reaction SMILES: [C:1]1([C:8]2[CH:13]=[CH:12][CH:11]=[CH:10][CH:9]=2)[CH:6]=[CH:5][C:4](O)=[CH:3][CH:2]=1.[OH-:14].[K+].Cl[C:17]1[CH:22]=[CH:21][C:20]([CH3:23])=[CH:19][CH:18]=1>Cl[Cu].[Cu].O>[C:1]1([C:8]2[CH:13]=[CH:12][CH:11]=[CH:10][CH:9]=2)[CH:6]=[CH:5][CH:4]=[CH:3][C:2]=1[O:14][C:21]1[CH:22]=[CH:17][CH:18]=[CH:19][C:20]=1[CH3:23] |f:1.2|. Procedure details: A mixture of 1,123 g (6.6 moles) of biphenyl-4-ol. 396 g (6.0 moles) of potassium hydroxide (85%), 1,519 g (12.0 moles) of p-chlorotoluene, and a catalyst mixture consisting of 7.5 g of CuCl, 3.0 g of CuCl2, 3.0 g of CuCO3.Cu(OH)2H2O, 3.0 g of copper powder, and 18 g of activated alumina were heated to reflux with stirring for 15 hr. The reaction was conducted under a nitrogen blanket. Water of reaction was removed by azeotropic distillation, and when the pot temperature had reached 167°, 70 ml ... Starting materials: Cl (hydrogen chloride), C(C)OC(CC(=O)[C@H]1C[C@@H](N(CC1)C(=O)OC)C1=CC(=C(C(=C1)F)F)F)=O (Trans-methyl 4-(3-ethoxy-3-oxopropanoyl)-2-(3,4,5-trifluorophenyl)piperidine-1-carboxylate), NO (Hydroxylamine), [OH-].[Na+] (Sodium hydroxide). Run in CO (MeOH). Conditions: temperature -40 celsius, time 20 minute. The product is O=C1NOC(=C1)[C@H]1C[C@@H](N(CC1)C(=O)OC)C1=CC(=C(C(=C1)F)F)F (trans-methyl 4-(3-oxo-2,3-dihydroisoxazol-5-yl)-2-(3,4,5-trifluorophenyl)piperidine-1-carboxylate). Yield: 99.2%. As a reaction SMILES: C([O:3][C:4](=O)[CH2:5][C:6]([C@@H:8]1[CH2:13][CH2:12][N:11]([C:14]([O:16][CH3:17])=[O:15])[C@@H:10]([C:18]2[CH:23]=[C:22]([F:24])[C:21]([F:25])=[C:20]([F:26])[CH:19]=2)[CH2:9]1)=[O:7])C.[OH-].[Na+].[NH2:30]O.Cl>CO>[O:3]=[C:4]1[CH:5]=[C:6]([C@@H:8]2[CH2:13][CH2:12][N:11]([C:14]([O:16][CH3:17])=[O:15])[C@@H:10]([C:18]3[CH:23]=[C:22]([F:24])[C:21]([F:25])=[C:20]([F:26])[CH:19]=3)[CH2:9]2)[O:7][NH:30]1 |f:1.2|. Procedure details: Trans-methyl 4-(3-ethoxy-3-oxopropanoyl)-2-(3,4,5-trifluorophenyl)piperidine-1-carboxylate (59 mg, 0.15 mmol) (from example 60, step 1) was dissolved in MeOH (1 mL) and cooled to −40° C. under nitrogen. Sodium hydroxide (0.045 mL, 0.15 mmol) was added during 10 min and the yellow solution continued to stir at −40° C. for 20 min. Hydroxylamine (50% by weight in water, 9.33 μL, 0.15 mmol) was added during 8 min. The resulting solution was stirred at −40° C. for 3 h 15 min. The mixture was then rap... Reactants: BrCCc1ccccc1, CCO, [I-], [Na+], [Na], c1cn[nH]c1. Product: c1ccc(CCn2cccn2)cc1. RXN SMILES: [CH2:9]([CH2:10][c:11]1[cH:12][cH:13][cH:14][cH:15][cH:16]1)[Br:17].[CH3:18][CH2:19][OH:20].[I-:7].[Na+:8].[Na:1].[nH:2]1[n:3][cH:4][cH:5][cH:6]1>>[n:2]1([CH2:9][CH2:10][c:11]2[cH:12][cH:13][cH:14][cH:15][cH:16]2)[n:3][cH:4][cH:5][cH:6]1. The reactants are CC(=O)c1ccc(B(O)O)cc1, O=c1ccc(Br)cn1Cc1ccc(Cl)cc1. Product: CC(=O)c1ccc(-c2ccc(=O)n(Cc3ccc(Cl)cc3)c2)cc1. Reaction SMILES: [C:17]([CH3:18])(=[O:19])[c:20]1[cH:21][cH:22][c:23]([B:26]([OH:27])[OH:28])[cH:24][cH:25]1.[Cl:1][c:2]1[cH:3][cH:4][c:5]([CH2:6][n:7]2[c:8](=[O:14])[cH:9][cH:10][c:11]([Br:13])[cH:12]2)[cH:15][cH:16]1>>[Cl:1][c:2]1[cH:3][cH:4][c:5]([CH2:6][n:7]2[c:8](=[O:14])[cH:9][cH:10][c:11](-[c:23]3[cH:22][cH:21][c:20]([C:17]([CH3:18])=[O:19])[cH:25][cH:24]3)[cH:12]2)[cH:15][cH:16]1. Starting materials: CC(C)(C)[Si](C)(C)OC(CCCCCCc1ccccc1)c1ncc(-c2cccc(O)c2)o1, CCOC(C)=O. Product: O=C(CCCCCCc1ccccc1)c1ncc(-c2cccc(O)c2)o1. RXN SMILES: [C:1]([Si:2]([CH3:3])([CH3:4])[O:6][CH:7]([CH2:8][CH2:9][CH2:10][CH2:11][CH2:12][CH2:13][c:14]1[cH:15][cH:16][cH:17][cH:18][cH:19]1)[c:20]1[o:21][c:22](-[c:25]2[cH:26][c:27]([OH:31])[cH:28][cH:29][cH:30]2)[cH:23][n:24]1)([CH3:5])([CH3:32])[CH3:33].[CH3:34][CH2:35][O:36][C:37]([CH3:38])=[O:39]>>[O:6]=[C:7]([CH2:8][CH2:9][CH2:10][CH2:11][CH2:12][CH2:13][c:14]1[cH:15][cH:16][cH:17][cH:18][cH:19]1)[c:20]1[o:21][c:22](-[c:25]2[cH:26][c:27]([OH:31])[cH:28][cH:29][cH:30]2)[cH:23][n:24]1. Starting materials: BrCc1ccccc1, O=C(O)C1Cc2c([nH]c3ccccc23)CN1, CCO, [K+], [K+], O=C([O-])[O-], O, S=C=S. Yields the product O=C(O)C1Cc2c([nH]c3ccccc23)CN1C(=S)SCc1ccccc1. As a reaction SMILES: [Br:24][CH2:25][c:26]1[cH:27][cH:28][cH:29][cH:30][cH:31]1.[CH2:1]1[NH:2][CH:3]([C:14](=[O:15])[OH:16])[CH2:4][c:5]2[c:6]3[cH:7][cH:8][cH:9][cH:10][c:11]3[nH:12][c:13]21.[CH3:35][CH2:36][OH:37].[K+:17].[K+:18].[O-:19][C:20]([O-:21])=[O:22].[OH2:23].[S:32]=[C:33]=[S:34]>>[CH2:1]1[N:2]([C:33](=[S:32])[S:34][CH2:25][c:26]2[cH:27][cH:28][cH:29][cH:30][cH:31]2)[CH:3]([C:14](=[O:15])[OH:16])[CH2:4][c:5]2[c:6]3[cH:7][cH:8][cH:9][cH:10][c:11]3[nH:12][c:13]21. Starting materials: CCOC(=O)CBr, CC(C)COc1ccc(C(=O)c2ccc(OCC(C)C)c(O)c2)c(OCC(C)C)c1, CN(C)C=O, CCOC(C)=O, Cl, [H-], [Na+], O. Yields the product CCOC(=O)COc1cc(C(=O)c2ccc(OCC(C)C)cc2OCC(C)C)ccc1OCC(C)C. As a reaction SMILES: [Br:33][CH2:34][C:35](=[O:36])[O:37][CH2:38][CH3:39].[CH2:1]([CH:2]([CH3:3])[CH3:4])[O:5][c:6]1[c:7]([C:17](=[O:18])[c:19]2[cH:20][c:21]([OH:30])[c:22]([O:25][CH2:26][CH:27]([CH3:28])[CH3:29])[cH:23][cH:24]2)[cH:8][cH:9][c:10]([O:12][CH2:13][CH:14]([CH3:15])[CH3:16])[cH:11]1.[CH3:41][N:42]([CH3:43])[CH:44]=[O:45].[CH3:47][CH2:48][O:49][C:50](=[O:51])[CH3:52].[ClH:40].[H-:31].[Na+:32].[OH2:46]>>[CH2:1]([CH:2]([CH3:3])[CH3:4])[O:5][c:6]1[c:7]([C:17](=[O:18])[c:19]2[cH:20][c:21]([O:30][CH2:34][C:35](=[O:36])[O:37][CH2:38][CH3:39])[c:22]([O:25][CH2:26][CH:27]([CH3:28])[CH3:29])[cH:23][cH:24]2)[cH:8][cH:9][c:10]([O:12][CH2:13][CH:14]([CH3:15])[CH3:16])[cH:11]1. The reactants are C(C1=CC=CC=C1)OC1=NC(=CC(=C1CN1C(C2=C(C(=CC(=C2CC1)Cl)Br)Cl)=O)C)C (2-{[2-(benzyloxy)-4,6-dimethylpyridin-3-yl]methyl}-7-bromo-5,8-dichloro-3,4-dihydroisoquinolin-1(2H)-one), CC1=NOC(=C1B1OC(C)(C)C(C)(C)O1)C (3,5-Dimethylisoxazole-4-boronic acid pinacol ester), [F-].[Cs+] (cesium fluoride). The reagents and catalysts are C=1C=CC(=CC1)[P](C=2C=CC=CC2)(C=3C=CC=CC3)[Pd]([P](C=4C=CC=CC4)(C=5C=CC=CC5)C=6C=CC=CC6)([P](C=7C=CC=CC7)(C=8C=CC=CC8)C=9C=CC=CC9)[P](C=1C=CC=CC1)(C=1C=CC=CC1)C=1C=CC=CC1 (tetrakis(triphenylphosphine)palladium(0)). The solvent is O1CCOCC1 (dioxane). Reaction conditions: temperature 100 celsius, time 18 hour. Yields the product C(C1=CC=CC=C1)OC1=NC(=CC(=C1CN1C(C2=C(C(=CC(=C2CC1)Cl)C=1C(=NOC1C)C)Cl)=O)C)C (2-{[2-(benzyloxy)-4,6-dimethylpyridin-3-yl]methyl}-5,8-dichloro-7-(3,5-dimethyl-1,2-oxazol-4-yl)-3,4-dihydroisoquinolin-1(2H)-one). The yield is 77.7%. Reaction SMILES: [CH2:1]([O:8][C:9]1[C:14]([CH2:15][N:16]2[CH2:25][CH2:24][C:23]3[C:18](=[C:19]([Cl:28])[C:20](Br)=[CH:21][C:22]=3[Cl:26])[C:17]2=[O:29])=[C:13]([CH3:30])[CH:12]=[C:11]([CH3:31])[N:10]=1)[C:2]1[CH:7]=[CH:6][CH:5]=[CH:4][CH:3]=1.[CH3:32][C:33]1[C:37](B2OC(C)(C)C(C)(C)O2)=[C:36]([CH3:47])[O:35][N:34]=1.[F-].[Cs+]>O1CCOCC1.C1C=CC([P]([Pd]([P](C2C=CC=CC=2)(C2C=CC=CC=2)C2C=CC=CC=2)([P](C2C=CC=CC=2)(C2C=CC=CC=2)C2C=CC=CC=2)[P](C2C=CC=CC=2)(C2C=CC=CC=2)C2C=CC=CC=2)(C2C=CC=CC=2)C2C=CC=CC=2)=CC=1>[CH2:1]([O:8][C:9]1[C:14]([CH2:15][N:16]2[CH2:25][CH2:24][C:23]3[C:18](=[C:19]([Cl:28])[C:20]([C:37]4[C:33]([CH3:32])=[N:34][O:35][C:36]=4[CH3:47])=[CH:21][C:22]=3[Cl:26])[C:17]2=[O:29])=[C:13]([CH3:30])[CH:12]=[C:11]([CH3:31])[N:10]=1)[C:2]1[CH:7]=[CH:6][CH:5]=[CH:4][CH:3]=1 |f:2.3,^1:59,61,80,99|. Procedure: A mixture of 2-{[2-(benzyloxy)-4,6-dimethylpyridin-3-yl]methyl}-7-bromo-5,8-dichloro-3,4-dihydroisoquinolin-1(2H)-one (253 g, 500 mg, 0.96 mmol), 3,5-Dimethylisoxazole-4-boronic acid pinacol ester (320 mg, 1.44 mmol), cesium fluoride (437 mg, 2.88 mmol) and tetrakis(triphenylphosphine)palladium(0) (70.0 mg, 0.06 mmol) in dioxane (20 mL) was degassed with nitrogen, then stirred at 100° C. for 18 hours. After cooling, the mixture was partitioned between water (15 mL) and ethyl acetate (3×20 mL). T...